The task is: describe an organic reaction: reactants, conditions, products, and yield. This data is from the Open Reaction Database (ORD), a public repository of structured organic reaction records. The reactants are CN1C(=CC=C1)C=1C(C(=NN1)N)=NNC=1C=C2C=CC=NC2=CC1 (5-(1-methyl-1H-pyrrol-2-yl)-4-(quinolin-6-ylhydrazono)-4H-pyrazol-3-ylamine), NC=1C=C2C=CC=NC2=CC1 (6-aminoquinoline). The product is CN1C(=CC=C1)C=1C(C(=NN1)N)=NNC1=CC=CC=C1 (5-(1-methyl-1H-pyrrol-2-yl)-4-(phenylhydrazono)-4H-pyrazol-3-ylamine). Reaction SMILES: [CH3:1][N:2]1[CH:6]=[CH:5][CH:4]=[C:3]1[C:7]1[C:8](=[N:13][NH:14][C:15]2[CH:16]=[C:17]3[C:22](=[CH:23][CH:24]=2)N=CC=C3)[C:9]([NH2:12])=[N:10][N:11]=1.NC1C=C2C(=CC=1)N=CC=C2>>[CH3:1][N:2]1[CH:6]=[CH:5][CH:4]=[C:3]1[C:7]1[C:8](=[N:13][NH:14][C:15]2[CH:16]=[CH:17][CH:22]=[CH:23][CH:24]=2)[C:9]([NH2:12])=[N:10][N:11]=1. Procedure details: In a similar manner, 5-(1-methyl-1H-pyrrol-2-yl)-4-(quinolin-6-ylhydrazono)-4H-pyrazol-3-ylamine was prepared from 6-aminoquinoline (0.25 g, 1.73 mmol) to yield 85 mg of the product. MS (m/z, ES+): 318.3 (M+1, 100%). Reactants: O=C1CCC(=O)N1Br, ClCCl, CS(=O)(=O)c1ccc(C(CC2CCCC2)C(=O)O)cc1Cl, Cc1cnc(N)s1, O, c1ccc(P(c2ccccc2)c2ccccc2)cc1, c1ccncc1. Product: Cc1cnc(NC(=O)C(CC2CCCC2)c2ccc(S(C)(=O)=O)c(Cl)c2)s1. RXN SMILES: [Br:20][N:21]1[C:22](=[O:23])[CH2:24][CH2:25][C:26]1=[O:27].[CH2:62]([Cl:63])[Cl:64].[Cl:28][c:29]1[cH:30][c:31]([CH:39]([C:40](=[O:41])[OH:42])[CH2:43][CH:44]2[CH2:45][CH2:46][CH2:47][CH2:48]2)[cH:32][cH:33][c:34]1[S:35](=[O:36])(=[O:37])[CH3:38].[NH2:49][c:50]1[s:51][c:52]([CH3:55])[cH:53][n:54]1.[OH2:65].[c:1]1([P:2]([c:3]2[cH:4][cH:5][cH:6][cH:7][cH:8]2)[c:9]2[cH:10][cH:11][cH:12][cH:13][cH:14]2)[cH:15][cH:16][cH:17][cH:18][cH:19]1.[cH:56]1[cH:57][cH:58][n:59][cH:60][cH:61]1>>[Cl:28][c:29]1[cH:30][c:31]([CH:39]([C:40](=[O:42])[NH:49][c:50]2[s:51][c:52]([CH3:55])[cH:53][n:54]2)[CH2:43][CH:44]2[CH2:45][CH2:46][CH2:47][CH2:48]2)[cH:32][cH:33][c:34]1[S:35](=[O:36])(=[O:37])[CH3:38]. The reactants are C(CCC)OC1=CC=C(C=C1)C(CC(=O)OC)(C)NS(=O)C(C)(C)C (Methyl 3-(4-butoxyphenyl)-3-(1,1-dimethylethylsulfinamido)butanoate), Cl (HCl). Run in CO (MeOH). Reaction conditions: time 4 hour. Product: NC(CC(=O)OC)(C)C1=CC=C(C=C1)OCCCC (Methyl 3-amino-3-(4-butoxyphenyl)butanoate). Yield: 97.3%. RXN SMILES: [CH2:1]([O:5][C:6]1[CH:11]=[CH:10][C:9]([C:12]([NH:19]S(C(C)(C)C)=O)([CH3:18])[CH2:13][C:14]([O:16][CH3:17])=[O:15])=[CH:8][CH:7]=1)[CH2:2][CH2:3][CH3:4].Cl>CO>[NH2:19][C:12]([C:9]1[CH:8]=[CH:7][C:6]([O:5][CH2:1][CH2:2][CH2:3][CH3:4])=[CH:11][CH:10]=1)([CH3:18])[CH2:13][C:14]([O:16][CH3:17])=[O:15]. Procedure: To a stirred solution of Intermediate 107B (1 g, 2.71 mmol) in MeOH (6 mL) was added 4 N HCl (3.38 mL, 13.53 mmol). The reaction was stirred at rt for 4 h. The reaction mixture was concentrated in vacuo and diluted with EtOAc. The organic layer was washed with saturated NaHCO3, dried over MgSO4, filtered and concentrated to yield the desired product (700 mg, 97%) as a yellow oil. 1H NMR (500 MHz, CDCl3) δ 7.38 (d, J=8.80 Hz, 2H), 6.86 (d, J=8.80 Hz, 2H), 3.95 (t, J=6.46 Hz, 2H), 3.59 (s, 3H), 1.... Starting materials: O=C(n1ccnc1)n1ccnc1, CCOCCOc1cc(C)c(-c2cccc(CNc3ccc(CCC(=O)O)c(F)c3)c2)c(C)c1, C1CCOC1, NS(=O)(=O)Cc1ccccc1. The product is CCOCCOc1cc(C)c(-c2cccc(CNc3ccc(CCC(=O)NS(=O)(=O)Cc4ccccc4)c(F)c3)c2)c(C)c1. RXN SMILES: [C:35]([n:36]1[cH:37][cH:38][n:39][cH:40]1)([n:41]1[cH:42][cH:43][n:44][cH:45]1)=[O:46].[CH2:1]([CH3:2])[O:3][CH2:4][CH2:5][O:6][c:7]1[cH:8][c:9]([CH3:34])[c:10](-[c:14]2[cH:15][c:16]([CH2:20][NH:21][c:22]3[cH:23][c:24]([F:33])[c:25]([CH2:28][CH2:29][C:30](=[O:31])[OH:32])[cH:26][cH:27]3)[cH:17][cH:18][cH:19]2)[c:11]([CH3:13])[cH:12]1.[O:58]1[CH2:59][CH2:60][CH2:61][CH2:62]1.[c:47]1([CH2:53][S:54](=[O:55])(=[O:56])[NH2:57])[cH:48][cH:49][cH:50][cH:51][cH:52]1>>[CH2:1]([CH3:2])[O:3][CH2:4][CH2:5][O:6][c:7]1[cH:8][c:9]([CH3:34])[c:10](-[c:14]2[cH:15][c:16]([CH2:20][NH:21][c:22]3[cH:23][c:24]([F:33])[c:25]([CH2:28][CH2:29][C:30](=[O:32])[NH:57][S:54]([CH2:53][c:47]4[cH:48][cH:49][cH:50][cH:51][cH:52]4)(=[O:55])=[O:56])[cH:26][cH:27]3)[cH:17][cH:18][cH:19]2)[c:11]([CH3:13])[cH:12]1. The reactants are ClC1=C(C=CC=C1)N1C(N(C2=C1C=CC(=C2)C=O)C)=O (1-(2-chloro-phenyl)-3-methyl-2-oxo-2,3-dihydro-1H-benzoimidazole-5-carbaldehyde), C1(=CC=C(C=C1)S(=O)(=O)C(C=1C=C(C=CC1)C)[N+]#[C-])C ([(toluene-4-sulfonyl)-m-tolyl-methyl]-isonitrile), C([O-])([O-])=O.[K+].[K+] (potassium carbonate). Solvent: CN(C)C=O (DMF). Product: ClC1=C(C=CC=C1)N1C(N(C2=C1C=CC(=C2)C2=C(N=CO2)C=2C=C(C=CC2)C)C)=O (1-(2-Chloro-phenyl)-3-methyl-5-(4-m-tolyl-oxazol-5-yl)-1,3-dihydro-benzoimidazol-2-one). As a reaction SMILES: [Cl:1][C:2]1[CH:7]=[CH:6][CH:5]=[CH:4][C:3]=1[N:8]1[C:12]2[CH:13]=[CH:14][C:15]([CH:17]=[O:18])=[CH:16][C:11]=2[N:10]([CH3:19])[C:9]1=[O:20].C1(C)C=CC(S([CH:30]([N+:38]#[C-:39])[C:31]2[CH:32]=[C:33]([CH3:37])[CH:34]=[CH:35][CH:36]=2)(=O)=O)=CC=1.C(=O)([O-])[O-].[K+].[K+]>CN(C=O)C>[Cl:1][C:2]1[CH:7]=[CH:6][CH:5]=[CH:4][C:3]=1[N:8]1[C:12]2[CH:13]=[CH:14][C:15]([C:17]3[O:18][CH:39]=[N:38][C:30]=3[C:31]3[CH:32]=[C:33]([CH3:37])[CH:34]=[CH:35][CH:36]=3)=[CH:16][C:11]=2[N:10]([CH3:19])[C:9]1=[O:20] |f:2.3.4|. Procedure details: A slurry of 1-(2-chloro-phenyl)-3-methyl-2-oxo-2,3-dihydro-1H-benzoimidazole-5-carbaldehyde (prepared as described previously, 100 mg, 0.35 mmol), [(toluene-4-sulfonyl)-m-tolyl-methyl]-isonitrile (prepared as described previously, 110 mg, 0.38 mmol) and potassium carbonate (53.1 mg, 0.38 mmol) in DMF was heated to 60° C. overnight. The reaction mixture was cooled to room temperature and quenched with water. The resulting aqueous solution was extracted with ethyl acetate and the combined organic ... Starting materials: C(C)(C)(C)OC(=O)N1CC(C1)(C)[C@@H](C)C=1C=C2N3[C@@H](C(NN=C3COC2=CC1Br)=O)C (3-[(R)-1-((R)-7-bromo-4-methyl-3-oxo-2,3,4,10-tetrahydro-9-oxa-1,2,4a-triaza-phenanthren-6-yl)-ethyl]-3-methyl-azetidine-1-carboxylic acid tert-butyl ester), C(=C)(C)B1OC(C(O1)(C)C)(C)C (2-isopropenyl-4,4,5,5-tetramethyl-[1,3,2]dioxaborolane), C(=O)([O-])[O-].[Na+].[Na+] (Na2CO3). The reagents and catalysts are C1=CC=C(C=C1)P([C-]2C=CC=C2)C3=CC=CC=C3.C1=CC=C(C=C1)P([C-]2C=CC=C2)C3=CC=CC=C3.Cl[Pd]Cl.[Fe+2].C(Cl)Cl (PdCl2(dppf) CH2Cl2). The solvent is O1CCOCC1 (dioxane), O (water). Conditions: temperature 90 celsius, time 4 hour. The product is C(C)(C)(C)OC(=O)N1CC(C1)(C)[C@H](C)C=1C=C2N3[C@@H](C(NN=C3COC2=CC1C(=C)C)=O)C (3-[(R)-1-((R)-7-isopropenyl-4-methyl-3-oxo-2,3,4,10-tetrahydro-9-oxa-1,2,4a-triaza-phenanthren-6-yl)-ethyl]-3-methyl-azetidine-1-carboxylic acid tert-butyl ester). Yield: 92.6%. As a reaction SMILES: [C:1]([O:5][C:6]([N:8]1[CH2:11][C:10]([C@H:13]([C:15]2[CH:16]=[C:17]3[C:26](=[CH:27][C:28]=2Br)[O:25][CH2:24][C:23]2[N:18]3[C@H:19]([CH3:31])[C:20](=[O:30])[NH:21][N:22]=2)[CH3:14])([CH3:12])[CH2:9]1)=[O:7])([CH3:4])([CH3:3])[CH3:2].[C:32](B1OC(C)(C)C(C)(C)O1)([CH3:34])=[CH2:33].C([O-])([O-])=O.[Na+].[Na+]>O1CCOCC1.O.C1C=CC(P(C2C=CC=CC=2)[C-]2C=CC=C2)=CC=1.C1C=CC(P(C2C=CC=CC=2)[C-]2C=CC=C2)=CC=1.Cl[Pd]Cl.[Fe+2].C(Cl)Cl>[C:1]([O:5][C:6]([N:8]1[CH2:11][C:10]([C@@H:13]([C:15]2[CH:16]=[C:17]3[C:26](=[CH:27][C:28]=2[C:32]([CH3:34])=[CH2:33])[O:25][CH2:24][C:23]2[N:18]3[C@H:19]([CH3:31])[C:20](=[O:30])[NH:21][N:22]=2)[CH3:14])([CH3:12])[CH2:9]1)=[O:7])([CH3:4])([CH3:3])[CH3:2] |f:2.3.4,7.8.9.10.11|. Reported procedure: A mixture of 3-[(R)-1-((R)-7-bromo-4-methyl-3-oxo-2,3,4,10-tetrahydro-9-oxa-1,2,4a-triaza-phenanthren-6-yl)-ethyl]-3-methyl-azetidine-1-carboxylic acid tert-butyl ester (0.128 g, 0.26 mmol), 2-isopropenyl-4,4,5,5-tetramethyl-[1,3,2]dioxaborolane (0.044 g, 0.259 mmol), Na2CO3 (0.055 g, 0.519 mmol) and PdCl2(dppf)-CH2Cl2 adduct (0.042 g, 0.052 mmol) in dioxane (4 mL) and water (1 mL) was stirred at 90° C. for 4 h. The reaction mixture was cooled to ambient temperature. The solvent was removed in v... The reactants are FC(S(=O)(=O)OCC=C)(F)F (2-propen-1-yl trifluoromethanesulfonate), CC=1[Te]C2=C(N1)C=CC=C2 (2-methylbenzotellurazole). Run in C(Cl)(Cl)(Cl)Cl (carbon tetrachloride), ClCCl (dichloromethane). Run at time 18 hour. The product is FC(S(=O)(=O)[O-])(F)F.CC=1[Te]C2=C([N+]1CC=C)C=CC=C2 (2-Methyl-3-(2-propen-1-yl)benzotellurazolium Trifluoromethanesulfonate). As a reaction SMILES: [F:1][C:2]([F:11])([F:10])[S:3]([O:6][CH2:7][CH:8]=[CH2:9])(=[O:5])=[O:4].[CH3:12][C:13]1[Te:14][C:15]2[CH:21]=[CH:20][CH:19]=[CH:18][C:16]=2[N:17]=1>C(Cl)(Cl)(Cl)Cl.ClCCl>[F:1][C:2]([F:11])([F:10])[S:3]([O-:6])(=[O:5])=[O:4].[CH3:12][C:13]1[Te:14][C:15]2[CH:21]=[CH:20][CH:19]=[CH:18][C:16]=2[N+:17]=1[CH2:9][CH:8]=[CH2:7] |f:4.5|. Reported procedure: The dried solution of 2-propen-1-yl trifluoromethanesulfonate (0.008 mole) in carbon tetrachloride was placed in a dropping funnel and added to a solution of 2-methylbenzotellurazole (Example 18) (1.62 g, 0.0066 mole) in dichloromethane (25 ml) under a nitrogen atmosphere at room temperature. After the addition was complete, stirring was continued for 18 hours. The solid was isolated by filtration, washed with diethyl ether, and dried at room temperature under vacuum. Yield 0.43 g (15%), m.p. 90...